This data is from the Open Reaction Database (ORD), a public repository of structured organic reaction records. The task is: describe an organic reaction: reactants, conditions, products, and yield The product is O=C1OCCC1=P(C1=CC=CC=C1)(C1=CC=CC=C1)C1=CC=CC=C1 (2-Oxotetrahydrofuran-3-ylidenetriphenylphosphorane). Starting materials: [Br-].O=C1OCCC1[P+](C1=CC=CC=C1)(C1=CC=CC=C1)C1=CC=CC=C1 (2-Oxotetrahydrofuran-3-yltriphenylphosphonium bromide). Reported procedure: 2-Oxotetrahydrofuran-3-yltriphenylphosphonium bromide (1.717 g) was dissolved in water (20 mls) and the solution filtered through kieselguhr. The pH was adjusted to 7.5 with 5M sodium hydroxide. The greyish precipitate was filtered off, washed with 50% ether/acetone and dried, to give the title compound as an off white solid, (0.77 g, 55%), (Found; M+, 346.1124. C22H19O2P requires M, 346.1123); νmax (CH2Cl2) 1645, 1480(w), 1430(w), 1365(w) and 1315(w)cm-1 ; δH (CDCl3) 2.62 (2H, t, 7Hz), 4.27 (2H... RXN SMILES: [Br-].[O:2]=[C:3]1[CH:7]([P+:8]([C:21]2[CH:26]=[CH:25][CH:24]=[CH:23][CH:22]=2)([C:15]2[CH:20]=[CH:19][CH:18]=[CH:17][CH:16]=2)[C:9]2[CH:14]=[CH:13][CH:12]=[CH:11][CH:10]=2)[CH2:6][CH2:5][O:4]1>O>[O:2]=[C:3]1[C:7](=[P:8]([C:21]2[CH:22]=[CH:23][CH:24]=[CH:25][CH:26]=2)([C:9]2[CH:10]=[CH:11][CH:12]=[CH:13][CH:14]=2)[C:15]2[CH:20]=[CH:19][CH:18]=[CH:17][CH:16]=2)[CH2:6][CH2:5][O:4]1 |f:0.1|. Solvent: O (water). The reactants are COc1ccc2c(c1)OC(COS(=O)(=O)c1ccc(C)cc1)C2, Cl, [N-]=[N+]=[N-], [N-]=[N+]=[N-], COc1ccc2c(c1)OC(CN=[N+]=[N-])C2, [Na+]. Product: COc1ccc2c(c1)OC(CN)C2. Reaction SMILES: [CH3:1][c:2]1[cH:3][cH:4][c:5]([S:6]([O:7][CH2:8][CH:9]2[CH2:10][c:11]3[cH:12][cH:13][c:14]([O:15][CH3:16])[cH:17][c:18]3[O:19]2)(=[O:20])=[O:21])[cH:22][cH:23]1.[ClH:46].[N-:25]=[N+:26]=[N-:27].[N-:43]=[N+:44]=[N-:45].[N:28](=[N+:29]=[N-:30])[CH2:31][CH:32]1[O:33][c:34]2[c:35]([cH:37][cH:38][c:39]([O:41][CH3:42])[cH:40]2)[CH2:36]1.[Na+:24]>>[NH2:28][CH2:31][CH:32]1[O:33][c:34]2[c:35]([cH:37][cH:38][c:39]([O:41][CH3:42])[cH:40]2)[CH2:36]1. Reactants: Cl (hydrochloric acid), N1=CC=CC=C1 (pyridine), ClC1=C(C=CC=C1Cl)CC(=O)Cl (2,3-dichlorophenylacetyl chloride), CC1(OC(=O)CC(=O)O1)C (Meldrum's acid). The solvent is ClCCl (dichloromethane), ClCCl (dichloromethane). Run at temperature 20 celsius, time 12 hour. Yields the product ClC1=C(C=CC=C1Cl)CC(CC(=O)OC)=O (Methyl 4-(2,3-dichlorophenyl)-3-oxobutyrate). Reaction SMILES: N1C=CC=CC=1.[Cl:7][C:8]1[C:13]([Cl:14])=[CH:12][CH:11]=[CH:10][C:9]=1[CH2:15][C:16](Cl)=[O:17].[CH3:19][C:20]1(C)[O:27]C(=O)C[C:22](=O)[O:21]1.Cl>ClCCl>[Cl:7][C:8]1[C:13]([Cl:14])=[CH:12][CH:11]=[CH:10][C:9]=1[CH2:15][C:16](=[O:17])[CH2:19][C:20]([O:21][CH3:22])=[O:27]. Reported procedure: At 0° C., 36.3 g (0.46 mol) of pyridine and then within 2 hours a solution of 42.5 g (0.19 mol) of 2,3-dichlorophenylacetyl chloride in 100 ml of dichloromethane were added dropwise to a solution of 28.8 g (0.20 mol) of Meldrum's acid in 200 ml of dichloromethane. The mixture was then stirred for 12 hours at about 20° C. and subsequently stirred into 100 ml of 10% strength hydrochloric acid. The organic phase was then separated off and the aqueous phase was extracted two more times with dichloro... Starting materials: ClC=1C=C(COC2=CC=C(C=C2)[C@@H]2OC=3C(=CC=4C[C@H](N(CC4C3)[C@@H](CC)C3=CC=CC=C3)C(=O)O)OC2)C=CC1Cl ((3S,8S)-3-[4-(3,4-dichloro-benzyloxy)-phenyl]-7-((S)-1-phenyl-propyl)-2,3,6,7,8,9-hexahydro-[1,4]dioxino[2,3-g]isoquinoline-8-carboxylic acid), Cl.Cl.COC([C@H](CC1=CC=C(C=C1)C1=CC(=NC=C1)CF)N)=O ((S)-2-amino-3-[4-(2-fluoromethyl-pyridin-4-yl)-phenyl]-propionic acid methyl ester bis hydrochloride). Yields the product ClC=1C=C(COC2=CC=C(C=C2)[C@@H]2OC=3C(=CC=4C[C@H](N(CC4C3)[C@@H](CC)C3=CC=CC=C3)C(=O)N[C@H](C(=O)O)CC3=CC=C(C=C3)C3=CC(=NC=C3)CF)OC2)C=CC1Cl ((S)-2-{[(3S,8S)-3-[4-(3,4-Dichloro-benzyloxy)-phenyl]-7-((S)-1-phenyl-propyl)-2,3,6,7,8,9-hexahydro-[1,4]dioxino[2,3-g]isoquinoline-8-carbonyl]-amino}-3-[4-(2-fluoromethyl-pyridin-4-yl)-phenyl]-propionic acid). As a reaction SMILES: [Cl:1][C:2]1[CH:3]=[C:4]([CH:39]=[CH:40][C:41]=1[Cl:42])[CH2:5][O:6][C:7]1[CH:12]=[CH:11][C:10]([C@H:13]2[CH2:38][O:37][C:16]3=[CH:17][C:18]4[CH2:19][C@@H:20]([C:34](O)=[O:35])[N:21]([C@H:25]([C:28]5[CH:33]=[CH:32][CH:31]=[CH:30][CH:29]=5)[CH2:26][CH3:27])[CH2:22][C:23]=4[CH:24]=[C:15]3[O:14]2)=[CH:9][CH:8]=1.Cl.Cl.C[O:46][C:47](=[O:65])[C@@H:48]([NH2:64])[CH2:49][C:50]1[CH:55]=[CH:54][C:53]([C:56]2[CH:61]=[CH:60][N:59]=[C:58]([CH2:62][F:63])[CH:57]=2)=[CH:52][CH:51]=1>>[Cl:1][C:2]1[CH:3]=[C:4]([CH:39]=[CH:40][C:41]=1[Cl:42])[CH2:5][O:6][C:7]1[CH:8]=[CH:9][C:10]([C@H:13]2[CH2:38][O:37][C:16]3=[CH:17][C:18]4[CH2:19][C@@H:20]([C:34]([NH:64][C@@H:48]([CH2:49][C:50]5[CH:55]=[CH:54][C:53]([C:56]6[CH:61]=[CH:60][N:59]=[C:58]([CH2:62][F:63])[CH:57]=6)=[CH:52][CH:51]=5)[C:47]([OH:46])=[O:65])=[O:35])[N:21]([C@H:25]([C:28]5[CH:33]=[CH:32][CH:31]=[CH:30][CH:29]=5)[CH2:26][CH3:27])[CH2:22][C:23]=4[CH:24]=[C:15]3[O:14]2)=[CH:11][CH:12]=1 |f:1.2.3|. Procedure details: The title compound was prepared from (3S,8S)-3-[4-(3,4-dichloro-benzyloxy)-phenyl]-7-((S)-1-phenyl-propyl)-2,3,6,7,8,9-hexahydro-[1,4]dioxino[2,3-g]isoquinoline-8-carboxylic acid and (S)-2-amino-3-[4-(2-fluoromethyl-pyridin-4-yl)-phenyl]-propionic acid methyl ester bis hydrochloride according to General Procedures L and B. LCMS (m/z): 861. The reactants are BrB(Br)Br, COc1ccc(OC2CN(C(C)(C)CCC(C(N)=O)(c3ccccc3)c3ccccc3)C2)cc1, ClCCl. Product: CC(C)(CCC(C(N)=O)(c1ccccc1)c1ccccc1)N1CC(Oc2ccc(O)cc2)C1. RXN SMILES: [B:35]([Br:36])([Br:37])[Br:38].[CH3:1][O:2][c:3]1[cH:4][cH:5][c:6]([O:7][CH:8]2[CH2:9][N:10]([C:12]([CH2:13][CH2:14][C:15]([C:16](=[O:17])[NH2:18])([c:19]3[cH:20][cH:21][cH:22][cH:23][cH:24]3)[c:25]3[cH:26][cH:27][cH:28][cH:29][cH:30]3)([CH3:31])[CH3:32])[CH2:11]2)[cH:33][cH:34]1.[Cl:39][CH2:40][Cl:41]>>[OH:2][c:3]1[cH:4][cH:5][c:6]([O:7][CH:8]2[CH2:9][N:10]([C:12]([CH2:13][CH2:14][C:15]([C:16](=[O:17])[NH2:18])([c:19]3[cH:20][cH:21][cH:22][cH:23][cH:24]3)[c:25]3[cH:26][cH:27][cH:28][cH:29][cH:30]3)([CH3:31])[CH3:32])[CH2:11]2)[cH:33][cH:34]1.